Dataset: the Open Reaction Database (ORD), a public repository of structured organic reaction records. Task: describe an organic reaction: reactants, conditions, products, and yield The reactants are [BH4-], CN=Cc1ccc2c(Br)c(OC)ccc2c1, CCO, Cl, [Na+]. The product is CNCc1ccc2c(Br)c(OC)ccc2c1. As a reaction SMILES: [BH4-:1].[Br:3][c:4]1[c:5]2[cH:6][cH:7][c:8]([CH:16]=[N:17][CH3:18])[cH:9][c:10]2[cH:11][cH:12][c:13]1[O:14][CH3:15].[CH3:20][CH2:21][OH:22].[ClH:19].[Na+:2]>>[Br:3][c:4]1[c:5]2[cH:6][cH:7][c:8]([CH2:16][NH:17][CH3:18])[cH:9][c:10]2[cH:11][cH:12][c:13]1[O:14][CH3:15].